The task is: describe an organic reaction: reactants, conditions, products, and yield. This data is from the Open Reaction Database (ORD), a public repository of structured organic reaction records. The reactants are NN1C(C2=CC=CC=C2C(=N1)C(C)C)=O (2-amino-4-isopropylphthalazin-1(2H)-one), OC12CC3(CC(CC(C1)C3)C2)CC(=O)O (2-(3-hydroxyadamantan-1-yl)acetic acid). Reaction SMILES: [NH2:1][N:2]1[N:11]=[C:10]([CH:12]([CH3:14])[CH3:13])[C:9]2[C:4](=[CH:5][CH:6]=[CH:7][CH:8]=2)[C:3]1=[O:15].[OH:16][C:17]12[CH2:26][CH:21]3[CH2:22][CH:23]([CH2:25][C:19]([CH2:27][C:28](O)=[O:29])([CH2:20]3)[CH2:18]1)[CH2:24]2>>[OH:16][C:17]12[CH2:26][CH:21]3[CH2:22][CH:23]([CH2:25][C:19]([CH2:27][C:28]([NH:1][N:2]4[N:11]=[C:10]([CH:12]([CH3:13])[CH3:14])[C:9]5[C:4](=[CH:5][CH:6]=[CH:7][CH:8]=5)[C:3]4=[O:15])=[O:29])([CH2:20]3)[CH2:18]1)[CH2:24]2. Yields the product OC12CC3(CC(CC(C1)C3)C2)CC(=O)NN2C(C3=CC=CC=C3C(=N2)C(C)C)=O (2-(3-hydroxyadamantan-1-yl)-N-(4-isopropyl-1-oxophthalazin-2(1H)-yl)acetamide). Procedure: The product of Example 1B and 2-(3-hydroxyadamantan-1-yl)acetic acid were processed using a method similar to that described in Example 17C to afford the title compound. 1H NMR (500 MHz, DMSO-d6) δ ppm 11.12 (s, 1H), 8.34 (dd, J=7.9, 1.3 Hz, 1H), 8.11 (d, J=8.1 Hz, 1H), 8.00 (ddd, J=8.3, 7.1, 1.3 Hz, 1H), 7.89 (ddd, J=8.0, 7.1, 1.0 Hz, 1H), 3.61 (p, J=6.7 Hz, 1H), 2.08-2.11 (m, 4H), 1.36-1.63 (m, 13H), 1.26 (d, J=6.7 Hz, 6H); MS (ESI) m/z 396 (M+H)+. Starting materials: C[S-], COc1cc(Cl)c(N2CCN(C(=O)OC(C)(C)C)CC2)c(Cl)c1, [Na+], CN(C)C=O. The product is CC(C)(C)OC(=O)N1CCN(c2c(Cl)cc(O)cc2Cl)CC1. RXN SMILES: [CH3:24][S-:25].[Cl:1][c:2]1[c:3]([N:11]2[CH2:12][CH2:13][N:14]([C:17](=[O:18])[O:19][C:20]([CH3:21])([CH3:22])[CH3:23])[CH2:15][CH2:16]2)[c:4]([Cl:10])[cH:5][c:6]([O:8][CH3:9])[cH:7]1.[Na+:26].[O:27]=[CH:28][N:29]([CH3:30])[CH3:31]>>[Cl:1][c:2]1[c:3]([N:11]2[CH2:12][CH2:13][N:14]([C:17](=[O:18])[O:19][C:20]([CH3:21])([CH3:22])[CH3:23])[CH2:15][CH2:16]2)[c:4]([Cl:10])[cH:5][c:6]([OH:8])[cH:7]1.